This data is from the Open Reaction Database (ORD), a public repository of structured organic reaction records. The task is: describe an organic reaction: reactants, conditions, products, and yield Starting materials: COC(=O)c1c(C)cccc1COC1CCCC(OCc2nc(-c3ccc(C)cc3)oc2C)C1, CC(C)O, [K+], [OH-], O. The product is Cc1ccc(-c2nc(COC3CCCC(OCc4cccc(C)c4C(=O)O)C3)c(C)o2)cc1. As a reaction SMILES: [CH3:1][c:2]1[c:3]([C:4](=[O:5])[O:6][CH3:7])[c:8]([CH2:12][O:13][CH:14]2[CH2:15][CH:16]([O:20][CH2:21][c:22]3[n:23][c:24](-[c:28]4[cH:29][cH:30][c:31]([CH3:34])[cH:32][cH:33]4)[o:25][c:26]3[CH3:27])[CH2:17][CH2:18][CH2:19]2)[cH:9][cH:10][cH:11]1.[CH:37]([OH:38])([CH3:39])[CH3:40].[K+:36].[OH-:35].[OH2:41]>>[CH3:1][c:2]1[c:3]([C:4](=[O:5])[OH:6])[c:8]([CH2:12][O:13][CH:14]2[CH2:15][CH:16]([O:20][CH2:21][c:22]3[n:23][c:24](-[c:28]4[cH:29][cH:30][c:31]([CH3:34])[cH:32][cH:33]4)[o:25][c:26]3[CH3:27])[CH2:17][CH2:18][CH2:19]2)[cH:9][cH:10][cH:11]1.